This data is from the Open Reaction Database (ORD), a public repository of structured organic reaction records. The task is: describe an organic reaction: reactants, conditions, products, and yield Reactants: NC=1C=C(C(=O)C2CCN(CC2)C)C=CC1 (4-[3-aminobenzoyl]-1-methylpiperidine), C1CCNCC1 ((piperidinomethyl)-polystyrene), FC1=C(C(=O)Cl)C=C(C(=C1F)F)F (2,3,4,5-Tetrafluorobenzoyl chloride). Solvent: O1CCCC1 (tetrahydrofuran). Run at time 10 minute. Product: FC1=C(C(=O)NC=2C=C(C(=O)C3CCN(CC3)C)C=CC2)C=C(C(=C1F)F)F (4-[3-(2,3,4,5-tetrafluorobenzamidyl)benzoyl]-1-methylpiperidine). Yield: 96.4%. RXN SMILES: [NH2:1][C:2]1[CH:3]=[C:4]([CH:14]=[CH:15][CH:16]=1)[C:5]([CH:7]1[CH2:12][CH2:11][N:10]([CH3:13])[CH2:9][CH2:8]1)=[O:6].C1CCNCC1.[F:23][C:24]1[C:32]([F:33])=[C:31]([F:34])[C:30]([F:35])=[CH:29][C:25]=1[C:26](Cl)=[O:27]>O1CCCC1>[F:23][C:24]1[C:32]([F:33])=[C:31]([F:34])[C:30]([F:35])=[CH:29][C:25]=1[C:26]([NH:1][C:2]1[CH:3]=[C:4]([CH:14]=[CH:15][CH:16]=1)[C:5]([CH:7]1[CH2:8][CH2:9][N:10]([CH3:13])[CH2:11][CH2:12]1)=[O:6])=[O:27]. Reported procedure: A mixture of 4-[3-aminobenzoyl]-1-methylpiperidine (25 mg, 0.115 mmol) and (piperidinomethyl)-polystyrene (100 mg, 0.260 mmol) in tetrahydrofuran (2 mL) was allowed to stand for 10 min. 2,3,4,5-Tetrafluorobenzoyl chloride (31 μL, 0.229 mmol) was added to the reaction mixture. The reaction mixture was mixed for 24 h at ambient temperature. The reaction mixture was filtered and the filter cake was rinsed with 7M ammonia in methanol. Glacial acetic acid (0.5 mL) was added to the filtrate solution a... The reactants are FC(S(=O)(=O)OCCF)(F)F (2-Fluoroethyl trifluoromethanesulfonate), C(C=C)OC(=O)N1C[C@H](C[C@H]1\C=C/C=1N2C(SC1)=CN=C2)SC=2[C@@H]([C@H]1N(C2C(=O)OCC=C)C([C@@H]1[C@@H](C)O)=O)C (allyl(1R,5S,6S)-2-[(3S,5S)-1-allyloxycarbonyl-5-[2(Z)-(imidazo[5,1-b]thiazol-3-yl)ethenyl]pyrrolidin-3-yl]thio-6-((1R)-1-hydroxyethyl)-1-methylcarbapen-2-em-3-carboxylate), ClC(C)Cl (dichloroethane). Reaction conditions: time 24 hour. Yields the product [Cl-].C(C=C)OC(=O)N1C[C@H](C[C@H]1\C=C/C=1[N+]=2C(SC1)=CN(C2)CCF)SC=2[C@@H]([C@H]1N(C2C(=O)OCC=C)C([C@@H]1[C@@H](C)O)=O)C (allyl(1R,5S,6S)-2-[(3S,5S)-1-allyloxycarbonyl-5-[2(Z)-(6-(2-fluoroethyl)imidazo[5,1-b]thiazolium-3-yl)ethenyl]pyrrolidin-3-yl]thio-6-((1R)-1-hydroxyethyl)-1-methylcarbapen-2-em-3-carboxylate chloride). Reaction SMILES: FC(F)(F)S(O[CH2:7][CH2:8][F:9])(=O)=O.[CH2:12]([O:15][C:16]([N:18]1[C@H:22](/[CH:23]=[CH:24]\[C:25]2[N:26]3[CH:32]=[N:31][CH:30]=[C:27]3[S:28][CH:29]=2)[CH2:21][C@H:20]([S:33][C:34]2[C@H:35]([CH3:51])[C@@H:36]3[C@@H:46]([C@H:47]([OH:49])[CH3:48])[C:45](=[O:50])[N:37]3[C:38]=2[C:39]([O:41][CH2:42][CH:43]=[CH2:44])=[O:40])[CH2:19]1)=[O:17])[CH:13]=[CH2:14].[Cl:52]C(Cl)C>>[Cl-:52].[CH2:12]([O:15][C:16]([N:18]1[C@H:22](/[CH:23]=[CH:24]\[C:25]2[N+:26]3[C:27](=[CH:30][N:31]([CH2:7][CH2:8][F:9])[CH:32]=3)[S:28][CH:29]=2)[CH2:21][C@H:20]([S:33][C:34]2[C@H:35]([CH3:51])[C@@H:36]3[C@@H:46]([C@H:47]([OH:49])[CH3:48])[C:45](=[O:50])[N:37]3[C:38]=2[C:39]([O:41][CH2:42][CH:43]=[CH2:44])=[O:40])[CH2:19]1)=[O:17])[CH:13]=[CH2:14] |f:3.4|. Reported procedure: 2-Fluoroethyl trifluoromethanesulfonate (198.9 mg) is added to a solution of 53.1 mg of allyl(1R,5S,6S)-2-[(3S,5S)-1-allyloxycarbonyl-5-[2(Z)-(imidazo[5,1-b]thiazol-3-yl)ethenyl]pyrrolidin-3-yl]thio-6-((1R)-1-hydroxyethyl)-1-methylcarbapen-2-em-3-carboxylate, described in Example 38-a), in 0.8 ml of dry dichloroethane, and the mixture is stirred in an argon atmosphere at room temperature for 24 hr. The solvent is removed by evaporation under reduced pressure, and the residue is purified by colum... The reactants are CC(C)(C)N(C(=O)[O-])C1CCN(CCn2c(=O)ccc3ccc(F)c(F)c32)CC1, COC(=O)C1CN(CCCl)CCC1NC(=O)OCc1ccccc1, O=c1ccc2c(F)cc(F)cc2[nH]1, [H-], [Na+]. Product: COC(=O)C1CN(CCn2c(=O)ccc3c(F)cc(F)cc32)CCC1NC(=O)OCc1ccccc1. Reaction SMILES: [C:40]([N:41]([CH:42]1[CH2:43][CH2:44][N:45]([CH2:46][CH2:47][n:48]2[c:49]3[c:50]([cH:51][cH:52][c:53]([F:54])[c:55]3[F:56])[cH:57][cH:58][c:59]2=[O:60])[CH2:61][CH2:62]1)[C:63](=[O:64])[O-:65])([CH3:66])([CH3:67])[CH3:68].[CH2:16]([c:17]1[cH:18][cH:19][cH:20][cH:21][cH:22]1)[O:23][C:24](=[O:25])[NH:26][CH:27]1[CH:28]([C:36](=[O:37])[O:38][CH3:39])[CH2:29][N:30]([CH2:33][CH2:34][Cl:35])[CH2:31][CH2:32]1.[F:1][c:2]1[c:3]2[cH:4][cH:5][c:6](=[O:13])[nH:7][c:8]2[cH:9][c:10]([F:12])[cH:11]1.[H-:14].[Na+:15]>>[F:1][c:2]1[c:3]2[cH:4][cH:5][c:6](=[O:13])[n:7]([CH2:34][CH2:33][N:30]3[CH2:29][CH:28]([C:36](=[O:37])[O:38][CH3:39])[CH:27]([NH:26][C:24]([O:23][CH2:16][c:17]4[cH:18][cH:19][cH:20][cH:21][cH:22]4)=[O:25])[CH2:32][CH2:31]3)[c:8]2[cH:9][c:10]([F:12])[cH:11]1. The reactants are CC(C)(C)OC(=O)Nc1ccc(Oc2ccc(NC(=O)c3ccccc3)cc2[N+](=O)[O-])cc1, C1CCOC1, CCOC(C)=O, [Cl-], [NH4+], [Na+], O=C([O-])O, O. Yields the product CC(C)(C)OC(=O)Nc1ccc(Oc2ccc(NC(=O)c3ccccc3)cc2N)cc1. As a reaction SMILES: [C:1]([CH3:2])([CH3:3])([CH3:4])[O:5][C:6]([NH:7][c:8]1[cH:9][cH:10][c:11]([O:14][c:15]2[c:16]([N+:30]([O-:31])=[O:32])[cH:17][c:18]([NH:21][C:22]([c:23]3[cH:24][cH:25][cH:26][cH:27][cH:28]3)=[O:29])[cH:19][cH:20]2)[cH:12][cH:13]1)=[O:33].[CH2:47]1[O:48][CH2:49][CH2:50][CH2:51]1.[CH3:36][CH2:37][O:38][C:39]([CH3:40])=[O:41].[Cl-:34].[NH4+:35].[Na+:46].[O-:42][C:43]([OH:44])=[O:45].[OH2:52]>>[C:1]([CH3:2])([CH3:3])([CH3:4])[O:5][C:6]([NH:7][c:8]1[cH:9][cH:10][c:11]([O:14][c:15]2[c:16]([NH2:30])[cH:17][c:18]([NH:21][C:22]([c:23]3[cH:24][cH:25][cH:26][cH:27][cH:28]3)=[O:29])[cH:19][cH:20]2)[cH:12][cH:13]1)=[O:33]. Starting materials: CN1CCC(CC1)(O)C1=CC=CC=C1 (1-methyl-4-phenyl-4-piperidinol), Cl (hydrochloric acid). Reaction conditions: temperature 100 celsius, time 4 hour. The product is CN1CCC(=CC1)C1=CC=CC=C1 (1-Methyl-4-phenyl-1,2,3,6-tetrahydropyridine), hydrochloride salt. As a reaction SMILES: [CH3:1][N:2]1[CH2:7][CH2:6][C:5]([C:9]2[CH:14]=[CH:13][CH:12]=[CH:11][CH:10]=2)(O)[CH2:4][CH2:3]1.Cl>>[CH3:1][N:2]1[CH2:3][CH:4]=[C:5]([C:9]2[CH:14]=[CH:13][CH:12]=[CH:11][CH:10]=2)[CH2:6][CH2:7]1. Procedure details: A solution of 1-methyl-4-phenyl-4-piperidinol (60.0 g, 0.314 moles, described in Example 1) in concentrated hydrochloric acid (180 ml, 2.16 moles) is heated with stirring at 100° C. for 4 hours. The resulting brown solution is evaporated to dryness and the buff residue is crystallized from isopropanol to give the title compound as the hydrochloride salt, mp 250°-252° C. (S. M. Elvain and J. C. Safranski, Jr., supra, reported mp 248°-250° C.